Dataset: the Open Reaction Database (ORD), a public repository of structured organic reaction records. Task: describe an organic reaction: reactants, conditions, products, and yield Reactants: BrCc1ccccc1, COC(=O)c1ccc(O)c(Br)c1, O=C([O-])[O-], CC#N, [K+], [K+]. The product is COC(=O)c1ccc(OCc2ccccc2)c(Br)c1. As a reaction SMILES: [Br:19][CH2:20][c:21]1[cH:22][cH:23][cH:24][cH:25][cH:26]1.[Br:1][c:2]1[cH:3][c:4]([C:5](=[O:6])[O:7][CH3:8])[cH:9][cH:10][c:11]1[OH:12].[C:13](=[O:14])([O-:15])[O-:16].[CH3:27][C:28]#[N:29].[K+:17].[K+:18]>>[Br:1][c:2]1[cH:3][c:4]([C:5](=[O:6])[O:7][CH3:8])[cH:9][cH:10][c:11]1[O:12][CH2:20][c:21]1[cH:22][cH:23][cH:24][cH:25][cH:26]1. Reactants: O (water), BrC1=C(C=CC(=C1)OC(F)(F)F)O (2-bromo-4-trifluoromethoxyphenol), C(=O)([O-])[O-].[K+].[K+] (K2CO3), C(C=C)Br (allyl bromide). Solvent: C(C)(=O)OCC (ethyl acetate), CN(C=O)C (dimethylformamide). The product is BrC1=C(C=CC(=C1)OC(F)(F)F)OCC=C (2-Bromo-4-trifluoromethoxy-allyloxybenzene). RXN SMILES: [Br:1][C:2]1[CH:7]=[C:6]([O:8][C:9]([F:12])([F:11])[F:10])[CH:5]=[CH:4][C:3]=1[OH:13].C([O-])([O-])=O.[K+].[K+].[CH2:20](Br)[CH:21]=[CH2:22].O>CN(C)C=O.C(OCC)(=O)C>[Br:1][C:2]1[CH:7]=[C:6]([O:8][C:9]([F:11])([F:12])[F:10])[CH:5]=[CH:4][C:3]=1[O:13][CH2:22][CH:21]=[CH2:20] |f:1.2.3|. Reported procedure: To a solution of 2-bromo-4-trifluoromethoxyphenol (Description 11; 8 g, 0.03 mol) and K2CO3 (8.6 g, 0.06 mol) in dimethylformamide (100 ml) was added allyl bromide (4 ml, 0.045 mol). The solution was stirred for 4 h. at room temperature undre nitrogen whereupon water (400 ml) and ethyl acetate (3×100 ml) were added and the combined organic phase was washed with water (200 ml), saturated brine (200 ml), dried (MgSO4) and the solvent removed in vacuo. The residue was purified by chromatography on ... Reactants: C(C)(=O)C1=C(N=CO1)C (5-Acetyl-4-methyloxazole), C(O)([O-])=O.[Na+] (sodium hydrogen carbonate), S1C=CC=C1 (Thiophene), C(CCC)[Li] (n-butyllithium). The solvent is O1CCCC1 (tetrahydrofuran), O1CCCC1 (tetrahydrofuran). Reaction conditions: temperature -40 celsius, time 1 hour. The product is CC=1N=COC1C(C)(O)C=1SC=CC1 (1-(4-Methyl-5-oxazolyl)-1-(2-thienyl)ethanol). RXN SMILES: [S:1]1[CH:5]=[CH:4][CH:3]=[CH:2]1.C([Li])CCC.[C:11]([C:14]1[O:18][CH:17]=[N:16][C:15]=1[CH3:19])(=[O:13])[CH3:12].C(=O)([O-])O.[Na+]>O1CCCC1>[CH3:19][C:15]1[N:16]=[CH:17][O:18][C:14]=1[C:11]([C:2]1[S:1][CH:5]=[CH:4][CH:3]=1)([OH:13])[CH3:12] |f:3.4|. Procedure details: Thiophene (3.36 g) in dry tetrahydrofuran (20 ml) was stirred and cooled to -40° C. under a dry nitrogen atmosphere and n-butyllithium (2.5M solution in hexane, 16 ml) was added dropwise. The mixture was allowed to warm to -20° C. and then after 1 hour was cooled to -70° C. 5-Acetyl-4-methyloxazole (5 g) in dry tetrahydrofuran (15 ml) was added dropwise. After a further 1 hour the mixture was allowed to warm the room temperature and was stirred for a further 2 hours. Aqueous sodium hydrogen carb... The reactants are FC1=C(C(=C(C(=C1[N+](=O)[O-])F)F)F)F (pentafluoronitrobenzene), [OH-].[K+] (potassium hydroxide). The solvent is CS(=O)C (dimethyl sulfoxide), O (water). Conditions: time 24 hour. The product is [N+](=O)([O-])C1=C(C(=C(C(=C1F)F)O)F)F (4-nitrotetrafluorophenol). The yield is 95.0%. RXN SMILES: [F:1][C:2]1[C:7]([N+:8]([O-:10])=[O:9])=[C:6]([F:11])[C:5]([F:12])=[C:4](F)[C:3]=1[F:14].[OH-:15].[K+]>CS(C)=O.O>[N+:8]([C:7]1[C:2]([F:1])=[C:3]([F:14])[C:4]([OH:15])=[C:5]([F:12])[C:6]=1[F:11])([O-:10])=[O:9] |f:1.2|. Procedure details: 21.3 g of pentafluoronitrobenzene (0.1 mol) are dissolved in 400 ml of dimethyl sulfoxide; a solution of 11.2 g of potassium hydroxide (0.2 mol) in 100 ml of water is added drop wise to this solution with vigorous stirring. After 24 hours at room temperature, the crude product is washed by shaking with 200 ml of ethyl acetate and 400 ml of water. The organic phase is washed three times with water, dried over sodium sulfate and evaporated to half in a rotary evaporator. The reaction product is th...